Task: describe an organic reaction: reactants, conditions, products, and yield. Dataset: the Open Reaction Database (ORD), a public repository of structured organic reaction records The reactants are ClC1=C(C=CC=C1)C1C=2C(NC(=C1C#N)C1CC(N(CC1)OC(C)(C)C)=C=O)=NNC2 (4-(2-Chlorophenyl)-5-cyano-4,7-dihydro-6-(1-t-butoxy-carbonylpiperidin-4-yl)-2H-pyrazolo[3,4-b]pyridine). Solvent: O1CCOCC1.Cl (HCl dioxane). Product: Cl.ClC1=C(C=CC=C1)C1C=2C(NC(=C1C#N)C1CCNCC1)=NNC2 (4-(2-Chlorophenyl)-5-cyano-4,7-dihydro-6-(piperidin-4-yl)-2H-pyrazolo[3,4-b]pyridine hydrochloride). Yield: 139.7%. RXN SMILES: [Cl:1][C:2]1[CH:7]=[CH:6][CH:5]=[CH:4][C:3]=1[CH:8]1[C:13]([C:14]#[N:15])=[C:12]([CH:16]2[CH2:21][CH2:20][N:19](OC(C)(C)C)[C:18](=C=O)[CH2:17]2)[NH:11][C:10]2=[N:29][NH:30][CH:31]=[C:9]12>O1CCOCC1.Cl>[ClH:1].[Cl:1][C:2]1[CH:7]=[CH:6][CH:5]=[CH:4][C:3]=1[CH:8]1[C:13]([C:14]#[N:15])=[C:12]([CH:16]2[CH2:17][CH2:18][NH:19][CH2:20][CH2:21]2)[NH:11][C:10]2=[N:29][NH:30][CH:31]=[C:9]12 |f:1.2,3.4|. Reported procedure: 4-(2-Chlorophenyl)-5-cyano-4,7-dihydro-6-(1-t-butoxy-carbonylpiperidin-4-yl)-2H-pyrazolo[3,4-b]pyridine (2.0 g) was added to 4N-HCl dioxane solution (20 mL) at 0° C. and the mixture was stirred for an hour. The solvent was evaporated under reduced pressure and the residue was washed by ethanol, and the precipitated crystals were collected by filtration to give the title compound (1.2 g) as yellow crystals.